Dataset: the Open Reaction Database (ORD), a public repository of structured organic reaction records. Task: describe an organic reaction: reactants, conditions, products, and yield The reactants are C(CC)(=O)NN (propanehydrazide), ON1N=NC2=C1C=CC=C2 (1-hydroxybenzotriazole), Cl.C(C)N=C=NCCCN(C)C (1-ethyl-(3-dimethylamino propyl) carbodiimide hydrochloride), C(C1=CC=CC=C1)ON1[C@@H]2CC[C@H](N(C1=O)C2)C(=O)O ((2S,5R)-6-(benzyloxy)-7-oxo-1,6-diazabicyclo[3.2.1]octane-2-carboxylic acid). Run in C(Cl)Cl (DCM), C(Cl)Cl (DCM). Run at time 8 hour. Product: C(C1=CC=CC=C1)ON1[C@@H]2CC[C@H](N(C1=O)C2)C(=O)NNC(CC)=O ((2S,5R)-6-(benzyloxy)-7-oxo-N′-propanoyl-1,6-diazabicyclo[3.2.1]octane-2-carbohydrazide). Yield: 98.9%. Reaction SMILES: [CH2:1]([O:8][N:9]1[C:15](=[O:16])[N:14]2[CH2:17][C@H:10]1[CH2:11][CH2:12][C@H:13]2[C:18]([OH:20])=O)[C:2]1[CH:7]=[CH:6][CH:5]=[CH:4][CH:3]=1.[C:21]([NH:25][NH2:26])(=[O:24])[CH2:22][CH3:23].ON1C2C=CC=CC=2N=N1.Cl.C(N=C=NCCCN(C)C)C>C(Cl)Cl>[CH2:1]([O:8][N:9]1[C:15](=[O:16])[N:14]2[CH2:17][C@H:10]1[CH2:11][CH2:12][C@H:13]2[C:18]([NH:26][NH:25][C:21](=[O:24])[CH2:22][CH3:23])=[O:20])[C:2]1[CH:3]=[CH:4][CH:5]=[CH:6][CH:7]=1 |f:3.4|. Reported procedure: To a mixture of (2S,5R)-6-(benzyloxy)-7-oxo-1,6-diazabicyclo[3.2.1]octane-2-carboxylic acid 1 (0.250 g, 0.905 mmol) in DCM (15.0 mL) were added propanehydrazide 202 (0.120 g, 1.358 mmol), 1-hydroxybenzotriazole (0.186 g, 1.358 mmol) and 1-ethyl-(3-dimethylamino propyl) carbodiimide hydrochloride (0.260 g, 1.358 mmol) sequentially at room temperature. The mixture was stirred at room temperature overnight, diluted with DCM and concentrated to provide a residue which was subjected to chromatography... The reactants are C1(=CC=CC=C1)O (phenol), [OH-].[Na+] (NaOH), Cl.ClCCN(CC)CC (N-(2-chloroethyl)-N,N-diethylamine hydrochloride). The solvent is O (water), O (water). Reaction conditions: temperature 20 celsius, time 30 minute. Yields the product C(C)N(CCOC1=CC=CC=C1)CC (N,N-diethyl-N-(phenoxyethyl)amine). The yield is 79.3%. As a reaction SMILES: Cl.Cl[CH2:3][CH2:4][N:5]([CH2:8][CH3:9])[CH2:6][CH3:7].[C:10]1([OH:16])[CH:15]=[CH:14][CH:13]=[CH:12][CH:11]=1.[OH-].[Na+]>O>[CH2:6]([N:5]([CH2:8][CH3:9])[CH2:4][CH2:3][O:16][C:10]1[CH:15]=[CH:14][CH:13]=[CH:12][CH:11]=1)[CH3:7] |f:0.1,3.4|. Procedure: A solution of 108.5 g (0.630 mol; 1.2 eq.) of N-(2-chloroethyl)-N,N-diethylamine hydrochloride in 65 ml of water is added slowly (over about 55 minutes) to a mixture containing 50 g (0.531 mol) of phenol and 46.3 g (1.158 mol; 2.2 eq.) of NaOH in 270 ml of water. The mixture is stirred for 3 hours 30 minutes at 20° C. and then for 45 minutes at 55° C. The phases are separated by settling and the supernatant oil diluted in 100 ml of DCE is washed with (i) 100 ml of 2.5% sodium hydroxide and then ... Reactants: CC(=O)C (Acetone), S1C2=C(C=C1)C(CCC2)NC(C)=O (N-(4,5,6,7-tetrahydrobenzo[b]-thien-4-yl) acetamide), S(=O)(=O)([O-])[O-].[Mg+2] (magnesium sulfate), [Mn](=O)(=O)(=O)[O-].[K+] (potassium permanganate), [Mn](=O)(=O)(=O)[O-].[K+] (potassium permanganate). Run in C(C)(C)O (Isopropanol). Conditions: temperature 10 celsius. Product: O=C1CCC(C2=C1SC=C2)NC(C)=O (N-(4,5,6,7-Tetrahydro-7-oxobenzo[b]thien-4-yl)acetamide). The yield is 73.6%. Reaction SMILES: [CH3:1][C:2]([CH3:4])=[O:3].[S:5]1[CH:9]=[CH:8][C:7]2[CH:10]([NH:14][C:15](=[O:17])[CH3:16])[CH2:11]CCC1=2.S([O-])([O-])(=O)=O.[Mg+2].[Mn]([O-])(=O)(=O)=O.[K+]>C(O)(C)C>[O:3]=[C:2]1[C:4]2[S:5][CH:9]=[CH:8][C:7]=2[CH:10]([NH:14][C:15](=[O:17])[CH3:16])[CH2:11][CH2:1]1 |f:2.3,4.5|. Reported procedure: Acetone (200 ml), N-(4,5,6,7-tetrahydrobenzo[b]-thien-4-yl) acetamide (9.75 g, 0.05 mol) and magnesium sulfate (21.0 g, 0.17 mol) are mixed, stirred and cooled to 10° C. Next, 150 ml of an aqueous potassium permanganate solution (prepared from 21.0 g, 0.133 mol of potassium permanganate and 200 ml of water) is added over 15 minutes to the above mixture, and the whole stirred for 3 hours. After 3 hours reaction time, analysis of the mixture by high pressure liquid chromatography (HPLC) indicates ... The yield is 94.1%. Reaction conditions: time 30 minute. As a reaction SMILES: [C:1]([C:4]([CH3:26])=[CH:5][CH2:6][CH2:7][C:8]([CH3:25])=[CH:9][CH2:10][C:11]1[C:16]([OH:17])=[C:15]([O:18][CH3:19])[C:14]([O:20][CH3:21])=[C:13]([O:22]C)[C:12]=1[CH3:24])([OH:3])=[O:2].CCOCC>C(OCC)(=O)C>[C:1]([C:4]([CH3:26])=[CH:5][CH2:6][CH2:7][C:8]([CH3:25])=[CH:9][CH2:10][C:11]1[C:16](=[O:17])[C:15]([O:18][CH3:19])=[C:14]([O:20][CH3:21])[C:13](=[O:22])[C:12]=1[CH3:24])([OH:3])=[O:2]. The solvent is C(C)(=O)OCC (ethyl acetate). Yields the product C(=O)(O)C(=CCCC(=CCC1=C(C(C(=C(C1=O)OC)OC)=O)C)C)C (6-(7-CARBOXY-3-METHYL-2,6-OCTADIENYL)-2,3-DIMETHOXY-5-METHYL-1,4-BENZOQUINONE). Procedure details: 2 g of 6-(7-carboxy-3-methyl-2,6-octadienyl)-2,3,4-trimethoxy-5-methylphenol as prepared in Example 1 was dissolved in 20 ml of ethyl acetate and 5 g of ferric chloride hexahydrate was added thereto. The reaction mixture was stirred at room temperature for 30 min. After adding 100 ml of ether, it was washed with water, dried over anhydrous magnesium sulfate and concentrated. The concentrate was purified by means of silica gel chromatography with the use of ethyl acetate/benzene as the eluent to ... Reactants: C(=O)(O)C(=CCCC(=CCC1=C(C(=C(C(=C1O)OC)OC)OC)C)C)C (6-(7-carboxy-3-methyl-2,6-octadienyl)-2,3,4-trimethoxy-5-methylphenol), ferric chloride hexahydrate, CCOCC (ether). Starting materials: BrC1=CSC2=C1C(=NC=C2I)N (3-bromo-7-iodothieno[3,2-c]pyridin-4-amine), C(CCC)[Sn](/C=C/CNC(OC(C)(C)C)=O)(CCCC)CCCC (tert-butyl (2E)-3-(tributylstannyl)-2-propenylcarbamate), [F-].[K+] (potassium flouride). Reagents/catalysts: C=1C=CC(=CC1)[P](C=2C=CC=CC2)(C=3C=CC=CC3)[Pd]([P](C=4C=CC=CC4)(C=5C=CC=CC5)C=6C=CC=CC6)([P](C=7C=CC=CC7)(C=8C=CC=CC8)C=9C=CC=CC9)[P](C=1C=CC=CC1)(C=1C=CC=CC1)C=1C=CC=CC1 (Pd(PPh3)4). Solvent: C1(=CC=CC=C1)C (toluene). Conditions: temperature 110 celsius. Yields the product NC1=NC=C(C2=C1C(=CS2)Br)/C=C/CNC(OC(C)(C)C)=O (tert-butyl (2E)-3-(4-amino-3-bromothieno[3,2-c]pyridin-7-yl)-2-propenylcarbamate). Reaction SMILES: [Br:1][C:2]1[C:6]2[C:7]([NH2:12])=[N:8][CH:9]=[C:10](I)[C:5]=2[S:4][CH:3]=1.C([Sn](CCCC)(CCCC)/[CH:18]=[CH:19]/[CH2:20][NH:21][C:22](=[O:28])[O:23][C:24]([CH3:27])([CH3:26])[CH3:25])CCC.[F-].[K+]>C1(C)C=CC=CC=1.C1C=CC([P]([Pd]([P](C2C=CC=CC=2)(C2C=CC=CC=2)C2C=CC=CC=2)([P](C2C=CC=CC=2)(C2C=CC=CC=2)C2C=CC=CC=2)[P](C2C=CC=CC=2)(C2C=CC=CC=2)C2C=CC=CC=2)(C2C=CC=CC=2)C2C=CC=CC=2)=CC=1>[NH2:12][C:7]1[C:6]2[C:2]([Br:1])=[CH:3][S:4][C:5]=2[C:10](/[CH:18]=[CH:19]/[CH2:20][NH:21][C:22](=[O:28])[O:23][C:24]([CH3:27])([CH3:26])[CH3:25])=[CH:9][N:8]=1 |f:2.3,^1:49,51,70,89|. Procedure details: A mixture of Example 21A (1.0 g, 2.8 mmol), tert-butyl (2E)-3-(tributylstannyl)-2-propenylcarbamate (prepared according to the procedure described in Synthesis, 1991, (12), 1201, 1.5 g, 3.36 mmol), and potassium flouride (195 mg, 3.36 mmol) in toluene (10 mL) was degassed, treated with Pd(PPh3)4 (194 mg, 0.17 mmol), degassed, and heated to 110° C. for 14 hours under a nitrogen atmosphere. The mixture was concentrated and purified by flash chromatography on silica gel with dichloromethane/ethyl a... Reactants: C1(=CC=CC=C1)C(C)(C#C)O (2-phenyl-3-butyne-2-ol), [OH-].[Na+] (NaOH), S(=O)(=O)(O)[O-].C(CCC)[N+](CCCC)(CCCC)CCCC.O (tetrabutyl ammonium hydrogen sulfate water), C(C#C)Br (Propargyl bromide). The solvent is CCCCCC (n-hexane), O (water). The product is C(C#C)OC(C)(C#C)C1=CC=CC=C1 (2-propargyloxy-2-phenyl-3-butyne). Yield: 65.0%. Reaction SMILES: [CH2:1](Br)[C:2]#[CH:3].[C:5]1([C:11]([OH:15])([C:13]#[CH:14])[CH3:12])[CH:10]=[CH:9][CH:8]=[CH:7][CH:6]=1.[OH-].[Na+].S([O-])(O)(=O)=O.C([N+](CCCC)(CCCC)CCCC)CCC.O>CCCCCC.O>[CH2:1]([O:15][C:11]([C:5]1[CH:10]=[CH:9][CH:8]=[CH:7][CH:6]=1)([C:13]#[CH:14])[CH3:12])[C:2]#[CH:3] |f:2.3,4.5.6|. Procedure: Propargyl bromide (22 g, 0.15 mol) was dissolved in 140 ml of n-hexane. This solution, 2-phenyl-3-butyne-2-ol (14.6 g, 0.1 mol), NaOH (60 g, 1.5 mol) and a catalytic amount of tetrabutyl ammonium hydrogen sulfate/water (120 ml) were mixed, reacted for 24 hours at an ambient temperature and refluxed for 30 minutes. After completion of the reaction, the mixture was cooled to an ambient temperature and water (100 ml) was added. The organic phase was extracted with 30 ml of n-hexane, three times. Th... Reactants: C(C)[C@]1(CC(OCC=2C(N3CC=4C(=NC=5C=C(C=C(C5C4)F)F)C3=CC21)=O)=O)O ((5R)-5-ethyl-9,11-difluoro-5-hydroxy-4,5,13,15-tetrahydro-1H,3H-oxepino[3′,4′:6,7]indolizino[1,2-b]quinoline-3,15-dione), C(CCCCC)=O (hexanal). Product: C(C)[C@]1(CC(OCC=2C(N3CC=4C(=NC=5C=C(C=C(C5C4CCCCC)F)F)C3=CC21)=O)=O)O ((5R)-5-ethyl-9,11-difluoro-5-hydroxy-12-pentyl-4,5,13,15-tetrahydro-1H,3H-oxepino[3′,4′:6,7]indolizino[1,2-b]quinoline-3,15-dione). RXN SMILES: [CH2:1]([C@:3]1([OH:29])[C:26]2[CH:25]=[C:24]3[N:10]([CH2:11][C:12]4[C:13]3=[N:14][C:15]3[CH:16]=[C:17]([F:23])[CH:18]=[C:19]([F:22])[C:20]=3[CH:21]=4)[C:9](=[O:27])[C:8]=2[CH2:7][O:6][C:5](=[O:28])[CH2:4]1)[CH3:2].[CH:30](=O)[CH2:31][CH2:32][CH2:33][CH2:34]C>>[CH2:1]([C@:3]1([OH:29])[C:26]2[CH:25]=[C:24]3[N:10]([CH2:11][C:12]4[C:13]3=[N:14][C:15]3[CH:16]=[C:17]([F:23])[CH:18]=[C:19]([F:22])[C:20]=3[C:21]=4[CH2:30][CH2:31][CH2:32][CH2:33][CH3:34])[C:9](=[O:27])[C:8]=2[CH2:7][O:6][C:5](=[O:28])[CH2:4]1)[CH3:2]. Procedure details: The product of Example 100 is treated with hexanal according to a procedure similar to Stage 95e in order to produce the expected solid. Starting materials: FC(CNC(=S)N1CCOCC1)(F)F (morpholine-4-carbothioic acid (2,2,2-trifluoroethyl)amide), Cl.O1C(=NC2=C1C=CC=C2)C(C(CC)NC(C(CC(C)C)N)=O)O (2-amino-4-methylpentanoic acid [1-(benzoxazol-2-ylhydroxymethyl)propyl]amide hydrochloride), O1C(=NC2=C1C=CC=C2)C(=O)C(CC)NC(C(CC(C)C)NC2=NS(C1=C2C=CC=C1)(=O)=O)=O (2-(1,1-dioxobenzo[d]isothiazol-3-ylamino)-4-methylpentanoic acid [1-(benzoxazol-2-ylcarbonyl)propyl]amide). Product: O1C(=NC2=C1C=CC=C2)C(C(CC)NC(C(CC2CCCCC2)NC(=NCC(F)(F)F)N2CCOCC2)=O)O (N-[1-(benzoxazol-2-yl-hydroxy-methyl)-propyl]-3-cyclohexyl-2-{[N-(2,2,2-trifluoroethyl)-morpholine-4-carboximidoyl]-amino}-propionamide). RXN SMILES: [F:1][C:2]([F:14])([F:13])[CH2:3][NH:4][C:5]([N:7]1[CH2:12][CH2:11][O:10][CH2:9][CH2:8]1)=S.Cl.[O:16]1[C:20]2[CH:21]=[CH:22][CH:23]=[CH:24][C:19]=2[N:18]=[C:17]1[CH:25]([OH:38])[CH:26]([NH:29][C:30](=[O:37])[CH:31]([NH2:36])[CH2:32][CH:33]([CH3:35])[CH3:34])[CH2:27][CH3:28].O1[C:43]2C=CC=[CH:47][C:42]=2N=C1C(C(NC(=O)C(NC1C2C=CC=CC=2S(=O)(=O)N=1)CC(C)C)CC)=O>>[O:16]1[C:20]2[CH:21]=[CH:22][CH:23]=[CH:24][C:19]=2[N:18]=[C:17]1[CH:25]([OH:38])[CH:26]([NH:29][C:30](=[O:37])[CH:31]([NH:36][C:5]([N:7]1[CH2:12][CH2:11][O:10][CH2:9][CH2:8]1)=[N:4][CH2:3][C:2]([F:14])([F:13])[F:1])[CH2:32][CH:33]1[CH2:34][CH2:47][CH2:42][CH2:43][CH2:35]1)[CH2:27][CH3:28] |f:1.2|. Procedure: Proceeding as described in Example 5 above, but substituting (morpholin-4-yl-carbothioyl)carbamic acid ethyl ester with morpholine-4-carbothioic acid (2,2,2-trifluoroethyl)amide and 2-amino-4-methylpentanoic acid [1-(benzoxazol-2-ylhydroxymethyl)propyl]amide hydrochloride with 2-amino-3-cyclohexylpropionic acid [1-(benzoxazol-2-ylhydroxymethyl)propyl]amide hydrochloride (prepared by reacting L-cyclohexyalanine with 2RS-amino-1-benzoxazol-2-yl-1-butanol as described in Example 1, step 2 above) pr... Reactants: FC1=CC=C(C=C1)C1=C(C=NN1C)C=1SC=C(N1)CC(=O)OCC (ethyl {2-[5-(4-fluorophenyl)-1-methyl-1H-pyrazol-4-yl]-1,3-thiazol-4-yl}acetate), [OH-].[Na+] (sodium hydroxide). Run in C(C)O (ethanol). Yields the product FC1=CC=C(C=C1)C1=C(C=NN1C)C=1SC=C(N1)CC(=O)O ({2-[5-(4-fluorophenyl)-1-methyl-1H-pyrazol-4-yl]-1,3-thiazol-4-yl}acetic acid). Isolated yield 104.4%. RXN SMILES: [F:1][C:2]1[CH:7]=[CH:6][C:5]([C:8]2[N:12]([CH3:13])[N:11]=[CH:10][C:9]=2[C:14]2[S:15][CH:16]=[C:17]([CH2:19][C:20]([O:22]CC)=[O:21])[N:18]=2)=[CH:4][CH:3]=1.[OH-].[Na+]>C(O)C>[F:1][C:2]1[CH:7]=[CH:6][C:5]([C:8]2[N:12]([CH3:13])[N:11]=[CH:10][C:9]=2[C:14]2[S:15][CH:16]=[C:17]([CH2:19][C:20]([OH:22])=[O:21])[N:18]=2)=[CH:4][CH:3]=1 |f:1.2|. Procedure details: A solution of ethyl {2-[5-(4-fluorophenyl)-1-methyl-1H-pyrazol-4-yl]-1,3-thiazol-4-yl}acetate (245 mg, 0.709 mmol) and 6N aqueous sodium hydroxide solution (0.355 mL, 2.13 mmol) in ethanol (2.8 mL) was heated under reflux for 2 hr. Ethanol was evaporated, and 2N hydrochloric acid was added until the mixture became pH2. The precipitate was collected by filtration to give {2-[5-(4-fluorophenyl)-1-methyl-1H-pyrazol-4-yl]-1,3-thiazol-4-yl}acetic acid (235 mg, 100%) as a yellow powder.